This data is from the Open Reaction Database (ORD), a public repository of structured organic reaction records. The task is: describe an organic reaction: reactants, conditions, products, and yield Reactants: C1(=CC=CC=C1)C#CC=1C=C(C=CC1C#CC1=CC=CC=C1)[N+](=O)[O-] (3,4-bis(phenylethynyl)nitrobenzene), Cl[Sn]Cl (SnCl2), Cl (HCl). Solvent: C1CCOC1 (THF). Product: C1(=CC=CC=C1)C#CC=1C=C(C=CC1C#CC1=CC=CC=C1)N (3,4-bis(phenylethynyl)phenylamine). Yield: 75.3%. Reaction SMILES: [C:1]1([C:7]#[C:8][C:9]2[CH:10]=[C:11]([N+:23]([O-])=O)[CH:12]=[CH:13][C:14]=2[C:15]#[C:16][C:17]2[CH:22]=[CH:21][CH:20]=[CH:19][CH:18]=2)[CH:6]=[CH:5][CH:4]=[CH:3][CH:2]=1.Cl[Sn]Cl.Cl>C1COCC1>[C:1]1([C:7]#[C:8][C:9]2[CH:10]=[C:11]([NH2:23])[CH:12]=[CH:13][C:14]=2[C:15]#[C:16][C:17]2[CH:22]=[CH:21][CH:20]=[CH:19][CH:18]=2)[CH:2]=[CH:3][CH:4]=[CH:5][CH:6]=1. Procedure: A solution of 3,4-bis(phenylethynyl)nitrobenzene (2.5 g, 7.7 mmol), SnCl2 (7.3 g, 39 mmol, 5 eq.), and HCl (5 mL, 10 eq.) in THF (20 mL) was stirred at room temperature for 5 h. After neutralization with NaOH (1.0N solution), product was extracted with dichloromethane. Solvent was evaporated and the residue was purified by column chromatography on silica gel using chloroform as the eluent to yield 1.7 g (75%) of 3,4-bis(phenylethynyl)phenylamine as a brown oil. 1H NMR (300 MHz, CDCl3) δ 7.67-7.6... Starting materials: C(#N)[BH3-].[Na+] (Sodium cyanoborohydride), [OH-].[Na+] (sodium hydroxide), COC(C1=CN=C(C=C1)C(=O)N1CCN(CC1)C1=NC=CC=C1N)=O (6-[1-(3-amino-2-pyridyl)piperazin-4-yl-carbonyl]nicotinic acid methyl ester), C(C)=O (acetaldehyde), [Na] (sodium). Run in O (Water), C(C)(=O)O (acetic acid), CO (methanol). Conditions: time 30 minute. Product: COC(C1=CN=C(C=C1)C(=O)N1CCN(CC1)C1=NC=CC=C1NCC)=O (6-[1-[3-(ethylamino)-2-pyridyl]piperazin-4-yl-carbonyl]nicotinic acid methyl ester). The yield is 76.0%. As a reaction SMILES: [CH3:1][O:2][C:3](=[O:25])[C:4]1[CH:9]=[CH:8][C:7]([C:10]([N:12]2[CH2:17][CH2:16][N:15]([C:18]3[C:23]([NH2:24])=[CH:22][CH:21]=[CH:20][N:19]=3)[CH2:14][CH2:13]2)=[O:11])=[N:6][CH:5]=1.[CH:26](=O)[CH3:27].[Na].C([BH3-])#N.[Na+].[OH-].[Na+]>O.C(O)(=O)C.CO>[CH3:1][O:2][C:3](=[O:25])[C:4]1[CH:9]=[CH:8][C:7]([C:10]([N:12]2[CH2:17][CH2:16][N:15]([C:18]3[C:23]([NH:24][CH2:26][CH3:27])=[CH:22][CH:21]=[CH:20][N:19]=3)[CH2:14][CH2:13]2)=[O:11])=[N:6][CH:5]=1 |f:3.4,5.6,^1:28|. Procedure: 6-[1-(3-amino-2-pyridyl)piperazin-4-yl-carbonyl]nicotinic acid methyl ester (5 g) was added to methanol (100 ml) and with the addition of acetic acid (4 ml) and acetaldehyde (1.2 ml) at 5° C.˜10° C., the mixture was stirred for 30 minutes. With the addition of sodium cyanoborohyride (1 g), the mixture was stirred at 15° C. for 2 hours. Sodium cyanoborohydride (1 g) was added again, and the mixture was further stirred for 1 hour. Water (50 ml) and 3N-sodium hydroxide solution were added to the mi...